Dataset: the Open Reaction Database (ORD), a public repository of structured organic reaction records. Task: describe an organic reaction: reactants, conditions, products, and yield Reported procedure: 2.8 g (73.96 mmol) of lithium aluminum hydride are initially charged in 250 ml of tert-butyl methyl ether, and a solution of 22.9 g (84.05 mmol) of the compound from Example 52A in 250 ml of tert-butyl methyl ether is added dropwise at RT. The mixture is stirred at 40° C. for 16 h. A further 0.7 g (18.44 mmol) of lithium aluminum hydride is then added and the reaction mixture is heated at reflux for 10 h. After cooling to RT 20 ml of water are added carefully. 20 ml of a 15% strength solution of... Yields the product [Si](C)(C)(C(C)(C)C)O[C@H]1CC[C@H](CC1)CO ((cis-4-{[tert-Butyl(dimethyl)silyl]oxy}cyclohexyl)methanol). Run in COC(C)(C)C (tert-butyl methyl ether), O (water), O (water), COC(C)(C)C (tert-butyl methyl ether). As a reaction SMILES: [H-].[Al+3].[Li+].[H-].[H-].[H-].[Si:7]([O:14][C@@H:15]1[CH2:20][CH2:19][C@H:18]([C:21](OC)=[O:22])[CH2:17][CH2:16]1)([C:10]([CH3:13])([CH3:12])[CH3:11])([CH3:9])[CH3:8].[OH-].[K+]>COC(C)(C)C.O>[Si:7]([O:14][C@@H:15]1[CH2:16][CH2:17][C@H:18]([CH2:21][OH:22])[CH2:19][CH2:20]1)([C:10]([CH3:13])([CH3:12])[CH3:11])([CH3:9])[CH3:8] |f:0.1.2.3.4.5,7.8|. Reaction conditions: temperature 40 celsius, time 16 hour. The reactants are [Si](C)(C)(C(C)(C)C)O[C@H]1CC[C@H](CC1)C(=O)OC (Methyl cis-4-{[tert-butyl(dimethyl)silyl]oxy}cyclohexanecarboxylate), [OH-].[K+] (potassium hydroxide), [H-].[Al+3].[Li+].[H-].[H-].[H-] (lithium aluminum hydride), [H-].[Al+3].[Li+].[H-].[H-].[H-] (lithium aluminum hydride). Reactants: Cl (HCl), C(C)OC(C=C(C=CC=C(CC)C1=C(C(=CC(=C1)C(C)C)C(C)C)OCCC)C)=O (7-(3,5-diisopropyl-2-propoxy-phenyl)-3-methyl-nona-2,4,6-trienoic acid ethyl ester), C(C)OC(C=C(C=CC=C(CC)C1=C(C(=CC(=C1)C(C)C)C(C)C)OCCC)C)=O (7-(3,5-diisopropyl-2-propoxy-phenyl)-3-methyl-nona-2,4,6-trienoic acid ethyl ester), [OH-].[Na+] (NaOH). Solvent: CCO (EtOH). Reaction conditions: temperature 80 celsius. The product is C(C)(C)C=1C(=C(C=C(C1)C(C)C)C(=CC=CC(=CC(=O)O)C)CC)OCCC (7-(3,5-Diisopropyl-2-propoxy-phenyl)-3-methyl-nona-2,4,6-trienoic acid). Isolated yield 71.0%. Reaction SMILES: C([O:3][C:4](=[O:30])[CH:5]=[C:6]([CH3:29])[CH:7]=[CH:8][CH:9]=[C:10]([C:13]1[CH:18]=[C:17]([CH:19]([CH3:21])[CH3:20])[CH:16]=[C:15]([CH:22]([CH3:24])[CH3:23])[C:14]=1[O:25][CH2:26][CH2:27][CH3:28])[CH2:11][CH3:12])C.[OH-].[Na+].Cl>CCO>[CH:22]([C:15]1[C:14]([O:25][CH2:26][CH2:27][CH3:28])=[C:13]([C:10]([CH2:11][CH3:12])=[CH:9][CH:8]=[CH:7][C:6]([CH3:29])=[CH:5][C:4]([OH:30])=[O:3])[CH:18]=[C:17]([CH:19]([CH3:20])[CH3:21])[CH:16]=1)([CH3:23])[CH3:24] |f:1.2|. Procedure details: A solution of 7-(3,5-diisopropyl-2-propoxy-phenyl)-3-methyl-nona-2,4,6-trienoic acid ethyl ester (Compound 7, 11.4 g, 27.7 mmol) in EtOH (220 mL) was treated with 1M NaOH (111 mL, 111 mmol) and was heated to 80 ° C. for 3 h. The mixture was cooled to room temperature, acidified with 1M HCl (115 mL), and was extracted with EtOAc. The organic layer was separated, washed with brine, dried over Na2SO4, and concentrated in vacuo. The residue was purified by recrystallization from CH3CN to yield the t... Reactants: C(=O)N(C=O)CC1=CC=C(C=C1)CCC=1N=C(SC1)NC(C)=O (N-[4-(2-{4-[(diformylamino)methyl]phenyl}ethyl)-1,3-thiazol-2-yl]acetamide), Cl (hydrogen chloride). Solvent: CO (methanol), C(C)(=O)OCC (ethyl acetate). Run at time 1 hour. The product is NCC1=CC=C(C=C1)CCC=1N=C(SC1)NC(C)=O (N-(4-{2-[4-(aminomethyl)phenyl]ethyl}-1,3-thiazol-2-yl)acetamide). Yield: 107.4%. As a reaction SMILES: C([N:3]([CH2:6][C:7]1[CH:12]=[CH:11][C:10]([CH2:13][CH2:14][C:15]2[N:16]=[C:17]([NH:20][C:21](=[O:23])[CH3:22])[S:18][CH:19]=2)=[CH:9][CH:8]=1)C=O)=O.Cl>CO.C(OCC)(=O)C>[NH2:3][CH2:6][C:7]1[CH:12]=[CH:11][C:10]([CH2:13][CH2:14][C:15]2[N:16]=[C:17]([NH:20][C:21](=[O:23])[CH3:22])[S:18][CH:19]=2)=[CH:9][CH:8]=1. Procedure: To a solution of N-[4-(2-{4-[(diformylamino)methyl]phenyl}ethyl)-1,3-thiazol-2-yl]acetamide (56 mg) in methanol (0.5 ml) was added 4N hydrogen chloride in ethyl acetate (0.5 ml), and the mixture was stirred at ambient temperature for 1 hour. The reaction mixture was concentrated in vacuo. The residue was separated between chloroform (5 ml) and saturated aqueous sodium hydrogen bicarbonate (5 ml), and the aqueous layer was extracted with chloroform (5 ml). The organic layer was dried over sodium ... Reactants: C(C)(C)C1=NC2=C(N1CC1=CC=C(C=C1)C=1C(=CC=CC1)C(=O)OC(C)(C)C)C=CC=C2 (tert.butyl 4'-[(2-isopropyl-benzimidazol-1-yl)-methyl]biphenyl-2-carboxylate), FC(C(=O)O)(F)F (trifluoroacetic acid). Product: C(C)(C)C1=NC2=C(N1CC1=CC=C(C=C1)C=1C(=CC=CC1)C(=O)O)C=CC=C2 (4'-[(2-Isopropyl-benzimidazol-1-yl)-methyl]biphenyl-2-carboxylic acid). As a reaction SMILES: [CH:1]([C:4]1[N:8]([CH2:9][C:10]2[CH:15]=[CH:14][C:13]([C:16]3[C:17]([C:22]([O:24]C(C)(C)C)=[O:23])=[CH:18][CH:19]=[CH:20][CH:21]=3)=[CH:12][CH:11]=2)[C:7]2[CH:29]=[CH:30][CH:31]=[CH:32][C:6]=2[N:5]=1)([CH3:3])[CH3:2].FC(F)(F)C(O)=O>>[CH:1]([C:4]1[N:8]([CH2:9][C:10]2[CH:11]=[CH:12][C:13]([C:16]3[C:17]([C:22]([OH:24])=[O:23])=[CH:18][CH:19]=[CH:20][CH:21]=3)=[CH:14][CH:15]=2)[C:7]2[CH:29]=[CH:30][CH:31]=[CH:32][C:6]=2[N:5]=1)([CH3:3])[CH3:2]. Procedure: Prepared in analogous manner to Example 9 from tert.butyl 4'-[(2-isopropyl-benzimidazol-1-yl)-methyl]biphenyl-2-carboxylate and trifluoroacetic acid. The reactants are CO (methanol), C(C)(=O)OC(C)=O (acetic anhydride), N1=CC=CC=C1 (pyridine), cyanohydrin. The solvent is C(Cl)Cl (methylene chloride), C(Cl)Cl (methylene chloride). Reaction conditions: time 34 hour. The product is C(C)(=O)O[C@](C#N)(CCC)C ((S)-2-acetoxy-2-methylpentanenitrile). Isolated yield 95.0%. RXN SMILES: [C:1]([O:4]C(=O)C)(=[O:3])[CH3:2].[N:8]1[CH:13]=[CH:12][CH:11]=[CH:10][CH:9]=1.[CH3:14]O>C(Cl)Cl>[C:1]([O:4][C@@:12]([CH3:14])([CH2:11][CH2:10][CH3:9])[C:13]#[N:8])(=[O:3])[CH3:2]. Reported procedure: The purified cyanohydrin was dissolved in 2 ml of absolute methylene chloride and the solution was treated at room temperature with 2 mol equivalents of acetic anhydride and with 2 mol equivalents of pyridine and stirred at room temperature for 34 hours with exclusion of moisture. 350 μl of absolute methanol were then added and the mixture was stirred at room temperature for 0.5 hour. It was then diluted with 10 ml of methylene chloride and extracted with 10 ml each of 5% H2SO4, distilled water ...